Dataset: the Open Reaction Database (ORD), a public repository of structured organic reaction records. Task: describe an organic reaction: reactants, conditions, products, and yield Reaction SMILES: Cl[C:2]1[C:11]2[C:6](=[CH:7][C:8]([O:14][CH2:15][CH:16]3[CH2:21][CH2:20][N:19]([CH3:22])[CH2:18][CH2:17]3)=[C:9]([O:12][CH3:13])[CH:10]=2)[N:5]=[CH:4][N:3]=1.[CH3:23][C:24]1[CH:33]=[C:32]([CH3:34])[C:31]2[C:26](=[CH:27][C:28]([OH:35])=[CH:29][CH:30]=2)[N:25]=1>>[CH3:23][C:24]1[CH:33]=[C:32]([CH3:34])[C:31]2[C:26](=[CH:27][C:28]([O:35][C:2]3[C:11]4[C:6](=[CH:7][C:8]([O:14][CH2:15][CH:16]5[CH2:21][CH2:20][N:19]([CH3:22])[CH2:18][CH2:17]5)=[C:9]([O:12][CH3:13])[CH:10]=4)[N:5]=[CH:4][N:3]=3)=[CH:29][CH:30]=2)[N:25]=1. Isolated yield 26.6%. Starting materials: ClC1=NC=NC2=CC(=C(C=C12)OC)OCC1CCN(CC1)C (4-chloro-6-methoxy-7-((1-methylpiperidin-4-yl)methoxy)quinazoline), CC1=NC2=CC(=CC=C2C(=C1)C)O (2,4-dimethyl-7-hydroxyquinoline). Yields the product CC1=NC2=CC(=CC=C2C(=C1)C)OC1=NC=NC2=CC(=C(C=C12)OC)OCC1CCN(CC1)C (4-(2,4-dimethylquinolin-7-yloxy)-6-methoxy-7-((1-methylpiperidin-4-yl)methoxy)quinazoline). Procedure: Using a procedure analogous to that described for Example 9, 4-chloro-6-methoxy-7-((1-methylpiperidin-4-yl)methoxy)quinazoline (0.13 g, 0.4 mol), (prepared as described for the starting material in Example 10), was reacted with 2,4-dimethyl-7-hydroxyquinoline (87 mg, 0.5 mmol), (Chem. Berichte, 1903, 36, 4016), to give 4-(2,4-dimethylquinolin-7-yloxy)-6-methoxy-7-((1-methylpiperidin-4-yl)methoxy)quinazoline (61 mg, 33%).